This data is from the Open Reaction Database (ORD), a public repository of structured organic reaction records. The task is: describe an organic reaction: reactants, conditions, products, and yield Reactants: ClC=1C=CC2=C(NC(CC(C2=O)=CN(C)C)=O)C1 (8-chloro-4-dimethylaminomethylene-3,4-dihydro-1H-benzo[b]azepine-2,5-dione), ClC=1C=C(C=CC1)NC(=N)N (1-(3-chlorophenyl)guanidine). Yields the product ClC=1C=CC2=C(NC(CC3=C2N=C(N=C3)NC3=CC(=CC=C3)Cl)=O)C1 (9-Chloro-2-(3-chloro-phenylamino)-5H,7H-benzo[b]pyrimido[4,5-d]azepin-6-one). RXN SMILES: [Cl:1][C:2]1[CH:3]=[CH:4][C:5]2[C:11](=O)[C:10](=[CH:13]N(C)C)[CH2:9][C:8](=[O:17])[NH:7][C:6]=2[CH:18]=1.[Cl:19][C:20]1[CH:21]=[C:22]([NH:26][C:27]([NH2:29])=[NH:28])[CH:23]=[CH:24][CH:25]=1>>[Cl:1][C:2]1[CH:3]=[CH:4][C:5]2[C:11]3[N:28]=[C:27]([NH:26][C:22]4[CH:23]=[CH:24][CH:25]=[C:20]([Cl:19])[CH:21]=4)[N:29]=[CH:13][C:10]=3[CH2:9][C:8](=[O:17])[NH:7][C:6]=2[CH:18]=1. Reported procedure: In a manner similar to that described for method I, 8-chloro-4-dimethylaminomethylene-3,4-dihydro-1H-benzo[b]azepine-2,5-dione (v-j) and 1-(3-chlorophenyl)guanidine were converted to I-13 (26%): HRMS Calcd. for C18H12Cl2N4O: 371.0466, Found 371.0489. Starting materials: O=C=NCc1ccccc1, CN(C)c1ccccn1, CCOC(C)=O, O=S(=O)(Nc1ccc2[nH]ccc2c1)c1cc(Cl)cc(Cl)c1, ClCCl, Cl. Product: O=C(NCc1ccccc1)n1ccc2cc(NS(=O)(=O)c3cc(Cl)cc(Cl)c3)ccc21. RXN SMILES: [CH2:31]([c:32]1[cH:33][cH:34][cH:35][cH:36][cH:37]1)[N:38]=[C:39]=[O:40].[CH3:22][N:23]([c:24]1[cH:25][cH:26][cH:27][cH:28][n:29]1)[CH3:30].[CH3:45][CH2:46][O:47][C:48](=[O:49])[CH3:50].[Cl:1][c:2]1[cH:3][c:4]([S:9](=[O:10])(=[O:11])[NH:12][c:13]2[cH:14][c:15]3[cH:16][cH:17][nH:18][c:19]3[cH:20][cH:21]2)[cH:5][c:6]([Cl:8])[cH:7]1.[Cl:42][CH2:43][Cl:44].[ClH:41]>>[Cl:1][c:2]1[cH:3][c:4]([S:9](=[O:10])(=[O:11])[NH:12][c:13]2[cH:14][c:15]3[cH:16][cH:17][n:18]([C:39]([NH:38][CH2:31][c:32]4[cH:33][cH:34][cH:35][cH:36][cH:37]4)=[O:40])[c:19]3[cH:20][cH:21]2)[cH:5][c:6]([Cl:8])[cH:7]1. Reactants: Cc1cc(C)c(CNC(=O)c2cc(C=O)nc3c2cnn3C(C)C)c(=O)[nH]1, CO, ClCCl, CN(C)C=O, O. Product: Cc1cc(C)c(CNC(=O)c2cc(C(=O)O)nc3c2cnn3C(C)C)c(=O)[nH]1. As a reaction SMILES: [CH3:1][c:2]1[c:3]([CH2:10][NH:11][C:12](=[O:13])[c:14]2[c:15]3[c:16]([n:17][c:18]([CH:20]=[O:21])[cH:19]2)[n:22]([CH:25]([CH3:26])[CH3:27])[n:23][cH:24]3)[c:4](=[O:9])[nH:5][c:6]([CH3:8])[cH:7]1.[CH3:29][OH:30].[Cl:31][CH2:32][Cl:33].[O:34]=[CH:35][N:36]([CH3:37])[CH3:38].[OH2:28]>>[CH3:1][c:2]1[c:3]([CH2:10][NH:11][C:12](=[O:13])[c:14]2[c:15]3[c:16]([n:17][c:18]([C:20](=[O:21])[OH:28])[cH:19]2)[n:22]([CH:25]([CH3:26])[CH3:27])[n:23][cH:24]3)[c:4](=[O:9])[nH:5][c:6]([CH3:8])[cH:7]1. Reactants: IC=1C(=C(C=C(C=O)C1)OC)O (5-Iodovanillin), C([O-])([O-])=O.[K+].[K+] (potassium carbonate), CN(C)C=O (DMF). Conditions: temperature 40 celsius. Yields the product COC=1C=C(C=O)C=C(C1OCCO)I (3-Methoxy-4-hydoxyethoxy-5-iodobenzaldehyde). The yield is 57.0%. Reaction SMILES: [I:1][C:2]1[C:3]([OH:12])=[C:4]([O:10][CH3:11])[CH:5]=[C:6]([CH:9]=1)[CH:7]=[O:8].[C:13](=[O:16])([O-])[O-].[K+].[K+].[CH3:19]N(C=O)C>>[CH3:11][O:10][C:4]1[CH:5]=[C:6]([CH:9]=[C:2]([I:1])[C:3]=1[O:12][CH2:19][CH2:13][OH:16])[CH:7]=[O:8] |f:1.2.3|. Procedure details: 5-Iodovanillin (25 g, 90 mmol) in DMF (100 mL) was added to potassium carbonate (18.6 g, 135 mmol). The mixture was heated at 40° C. for 16 hours. The reaction mixture was allowed to cool to room temperature and quenched with water (500 mL) and extracted with ethyl acetate. The organic layer was washed with water and saturated NaCl solution, and dried over MgSO4, filtered and evaporated in vacuo to an oil, and then purified by column chromatography (silica, 2:1 hexane/ethyl acetate), to provide ... As a reaction SMILES: [C:37](=[O:38])([OH:39])[O-:40].[CH2:1]([CH3:2])[O:3][C:4]([CH:5]1[N:6]([C:11](=[O:12])[O:13][CH2:14][c:15]2[cH:16][cH:17][cH:18][cH:19][cH:20]2)[CH2:7][C:8](=[O:10])[CH2:9]1)=[O:21].[CH2:33]([CH2:34][SH:35])[SH:36].[CH3:42][C:43](=[O:44])[OH:45].[Na+:41].[c:22]1([CH3:23])[cH:24][cH:25][c:26]([S:27]([OH:28])(=[O:29])=[O:30])[cH:31][cH:32]1>>[CH2:1]([CH3:2])[O:3][C:4]([CH:5]1[N:6]([C:11](=[O:12])[O:13][CH2:14][c:15]2[cH:16][cH:17][cH:18][cH:19][cH:20]2)[CH2:7][C:8]2([CH2:9]1)[S:35][CH2:34][CH2:33][S:36]2)=[O:21]. Reactants: O=C([O-])O, CCOC(=O)C1CC(=O)CN1C(=O)OCc1ccccc1, SCCS, CC(=O)O, [Na+], Cc1ccc(S(=O)(=O)O)cc1. Product: CCOC(=O)C1CC2(CN1C(=O)OCc1ccccc1)SCCS2. Starting materials: C[C@@]12C=CC[C@H]1[C@@H]1CCC3=CC(CC[C@]3(C)[C@H]1CC2)=O (androsta-4,16-dien-3-one), COC(C)(C)OC (dimethoxypropane), CN(C)C=O (DMF), C([O-])(O)=O.[Na+] (sodium bicarbonate). The reagents and catalysts are O.C1(=CC=C(C=C1)S(=O)(=O)O)C (p-toluenesulfonic acid monohydrate). Solvent: CO (methanol). Yields the product COC1=CC2=CC[C@H]3[C@@H]4CC=C[C@@]4(C)CC[C@@H]3[C@]2(CC1)C (Androsta-3,5,16-trien-3-yl Methyl Ether). Yield: 44.5%. As a reaction SMILES: [CH3:1][C@:2]12[CH2:19][CH2:18][C@H:17]3[C@@H:7]([CH2:8][CH2:9][C:10]4[C@:15]3([CH3:16])[CH2:14][CH2:13][C:12](=[O:20])[CH:11]=4)[C@@H:6]1[CH2:5][CH:4]=[CH:3]2.[CH3:21]OC(OC)(C)C.CN(C=O)C.C(=O)(O)[O-].[Na+]>O.C1(C)C=CC(S(O)(=O)=O)=CC=1.CO>[CH3:21][O:20][C:12]1[CH2:13][CH2:14][C@@:15]2([CH3:16])[C:10](=[CH:9][CH2:8][C@@H:7]3[C@@H:17]2[CH2:18][CH2:19][C@@:2]2([CH3:1])[C@H:6]3[CH2:5][CH:4]=[CH:3]2)[CH:11]=1 |f:3.4,5.6|. Procedure: To a partial solution of androsta-4,16-dien-3-one (1.00 g, 3.70 mmol) in 2.2 dimethoxypropane (5.0 ml, 41 mmol) and 5 ml DMF were added methanol (0.2 ml) and p-toluenesulfonic acid monohydrate (26.4 mg, 0.139 mmol). The mixture was refluxed 5 h, after which it was cooled and sodium bicarbonate (152.5 mg) was added. The suspension was partitioned between 50 ml of ice water and 50 ml of ethyl acetate. The organic layer was washed with two 50 ml portions of water+50 ml of brine, dried over 20 magne... Reactants: NC1=NC(=CC(=N1)Cl)C (2-amino-4-chloro-6-methylpyrimidine), FC(C=1C=C(C=CC1)B(O)O)(F)F (3-trifluoromethyl-phenyl boronic acid). Product: CC1=NC(=NC(=C1)C1=CC(=CC=C1)C(F)(F)F)N (4-Methyl-6-(3-trifluoromethyl-phenyl)-pyrimidin-2-ylamine). Reaction SMILES: [NH2:1][C:2]1[N:7]=[C:6](Cl)[CH:5]=[C:4]([CH3:9])[N:3]=1.[F:10][C:11]([F:22])([F:21])[C:12]1[CH:13]=[C:14](B(O)O)[CH:15]=[CH:16][CH:17]=1>>[CH3:9][C:4]1[CH:5]=[C:6]([C:16]2[CH:15]=[CH:14][CH:13]=[C:12]([C:11]([F:22])([F:21])[F:10])[CH:17]=2)[N:7]=[C:2]([NH2:1])[N:3]=1. Procedure details: The title compound is synthesized according to general procedure GP4 starting from 2.0 g (14 mmol) 2-amino-4-chloro-6-methylpyrimidine and 3.4 g (18 mmol) 3-trifluoromethyl-phenyl boronic acid. Yield after extraction: 5.0 g (99%).